This data is from the Open Reaction Database (ORD), a public repository of structured organic reaction records. The task is: describe an organic reaction: reactants, conditions, products, and yield The reactants are O=C([O-])[O-], C=CCBr, CC(C)=O, [K+], [K+], O=C1C2=C(CCCC2)C(=O)N1c1cccc(O)c1. Yields the product C=CCOc1cccc(N2C(=O)C3=C(CCCC3)C2=O)c1. Reaction SMILES: [C:1](=[O:2])([O-:3])[O-:4].[CH2:7]([CH:8]=[CH2:9])[Br:10].[CH3:29][C:30](=[O:31])[CH3:32].[K+:5].[K+:6].[OH:11][c:12]1[cH:13][c:14]([N:18]2[C:19](=[O:28])[C:20]3=[C:21]([C:22]2=[O:23])[CH2:24][CH2:25][CH2:26][CH2:27]3)[cH:15][cH:16][cH:17]1>>[CH2:7]([CH:8]=[CH2:9])[O:11][c:12]1[cH:13][c:14]([N:18]2[C:19](=[O:28])[C:20]3=[C:21]([C:22]2=[O:23])[CH2:24][CH2:25][CH2:26][CH2:27]3)[cH:15][cH:16][cH:17]1. Reactants: CN(C=O)C (N,N-dimethylformamide), BrC1=CC2=CC=C(C=C2C=C1)OC (2-bromo-6-methoxynaphthalene), C(CCC)[Li] (n-butyllithium). Run in C1CCOC1 (THF), hexanes. Conditions: temperature -78 celsius, time 45 minute. Product: COC=1C=C2C=CC(=CC2=CC1)C=O (6-methoxy-2-napthaldehyde). The yield is 87.8%. As a reaction SMILES: Br[C:2]1[CH:11]=[CH:10][C:9]2[C:4](=[CH:5][CH:6]=[C:7]([O:12][CH3:13])[CH:8]=2)[CH:3]=1.C([Li])CCC.CN(C)[CH:21]=[O:22]>C1COCC1>[CH3:13][O:12][C:7]1[CH:8]=[C:9]2[C:4](=[CH:5][CH:6]=1)[CH:3]=[C:2]([CH:21]=[O:22])[CH:11]=[CH:10]2. Reported procedure: To a solution of 2-bromo-6-methoxynaphthalene (0.5 g, 2.11 mmol) in THF (10 mL) at -78° C., was added n-butyllithium (1.69 mL of a 2.5M in hexanes, 4.22 mmol) dropwise and the solution was stirred for 45 min at -78° C. N,N-dimethylformamide (0.31 g, 4.22 mmol) was then added and the reaction was allowed to stir for 15 min at -78° C. The reaction was quenched with saturated aqueous NH4Cl(10 mL). This solution was extracted with ethyl acetate (3×10 mL). The organics were combined, dried with MgSO4... The reactants are C=CC1=CC=CC=C1 (styrene), C(C(=C)C)(=O)OCCCC (n-butyl methacrylate), C(C(=C)C)(=O)OCC (ethyl methacrylate), C(C(=C)C)(=O)O (methacrylic acid), azoisobutyronitrile, 18. Run in C1(=CC=CC=C1)C (toluene), C1(=CC=CC=C1)C (toluene), C1(=CC=CC=C1)C (toluene). Run at temperature 110 celsius, time 2 hour. Yields the product CCCCC(CC)COC(=O)C=C.CCCCOC(=O)C=C (acrylic copolymer resin). Reaction SMILES: [CH2:1]=[CH:2][C:3]1[CH:8]=[CH:7][CH:6]=[CH:5][CH:4]=1.[C:9]([O:14][CH2:15][CH2:16][CH2:17][CH3:18])(=[O:13])[C:10](C)=[CH2:11].C(OCC)(=O)C(C)=C.C(O)(=O)C(C)=C>C1(C)C=CC=CC=1>[CH3:5][CH2:6][CH2:7][CH2:8][CH:3]([CH2:4][O:14][C:9]([CH:10]=[CH2:11])=[O:13])[CH2:2][CH3:1].[CH3:18][CH2:17][CH2:16][CH2:15][O:14][C:9]([CH:10]=[CH2:11])=[O:13] |f:5.6|. Procedure: An acrylic copolymer resin was prepared by feeding 150 parts of toluene into a 500-ml 4-necked flask equipped with a cooling tube, stirrer, and thermometer, heating it to 110° C., adding styrene 20 parts, n-butyl methacrylate 60 parts, ethyl methacrylate 120 parts, methacrylic acid 14 parts, azoisobutyronitrile 5 parts and toluene 70 parts spending 2 hours under an inert gas atmosphere, and heating for further 6 hours. The resulting toluene solution of copolymer was found to have 50.5% of nonvol... Reactants: S1C(=CC=C1)C1=NC=C(C=C1)C(=O)O (2-(thien-2-yl)-5-pyridinecarboxylic acid), [H-].[Al+3].[Li+].[H-].[H-].[H-] (lithium aluminum hydride), C(C)OCC (diethyl ether), [OH-].[Na+] (NaOH). Solvent: C1CCOC1 (THF), O (water), O (water). Conditions: time 3 hour. The product is S1C(=CC=C1)C1=NC=C(C=C1)CO (2-(Thien-2-yl)-5-hydroxymethylpyridine). RXN SMILES: [S:1]1[CH:5]=[CH:4][CH:3]=[C:2]1[C:6]1[CH:11]=[CH:10][C:9]([C:12](O)=[O:13])=[CH:8][N:7]=1.[H-].[Al+3].[Li+].[H-].[H-].[H-].C(OCC)C.[OH-].[Na+]>C1COCC1.O>[S:1]1[CH:5]=[CH:4][CH:3]=[C:2]1[C:6]1[CH:11]=[CH:10][C:9]([CH2:12][OH:13])=[CH:8][N:7]=1 |f:1.2.3.4.5.6,8.9|. Reported procedure: To a solution of 2-(thien-2-yl)-5-pyridinecarboxylic acid (0.333 g, 1.60 mmol) in THF (5 mL) at 0° C. is added 1.0 M lithium aluminum hydride in diethyl ether (1.60 mL, 1.60 mmol) over 10 minutes. The reaction is allowed to stir at ambient temperature for 3 hours, cooled to 0° C., and water (0.10 mL), 4 N aq. NaOH (0.10 mL), and water (0.30 mL) are added sequentially. The reaction is filtered through a pad of Celite and the filtrate is evaporated in vacuo. The residue is purified by chromatograp... The reactants are BrCCCBr (1,3-dibromopropane), Li2CuCl4, O1CCCC1 (tetrahydrofuran). Conditions: time 2 hour. The product is BrCCCC=CC1=CC=CC=C1 (3-bromopropylstyrene). RXN SMILES: [Br:1][CH2:2][CH2:3][CH2:4]Br.O1[CH2:10][CH2:9][CH2:8][CH2:7]1>>[Br:1][CH2:2][CH2:3][CH2:4][CH:7]=[CH:8][C:9]1[CH:10]=[CH:10][CH:9]=[CH:8][CH:7]=1. Reported procedure: 83.16 g of p-chlorostyrene was reacted with metal magnesium at 35° C. for 5 hours under stirring in tetrahydrofuran flushed with nitrogen to obtain a magnesium composite. This composite was dropwise added to a solution mixture comprising tetrahydrofuran, 1,3-dibromopropane and Li2CuCl4 at 30° C. The reaction was continued at 30° C. for two hours. Then, the obtained product was fractionated by distillation. 3-bromopropylstyrene was obtained under 0.2 Torr at 110° C., and the yield based on the st... Starting materials: ClC1=CC=C(C=C1)S(=O)(=O)NC(C(=O)NCCCCCCC(=O)OC)COC=1C=NC=CC1 ((RS)-2-(4-chlorobenzenesulfonylamino)-N-(6-methoxycarbonylhexyl)-3-(pyridin-3-yloxy)propanamide), Cl (HCl). Product: Cl.C(=O)(O)CCCCCCNC(C(COC=1C=NC=CC1)NS(=O)(=O)C1=CC=C(C=C1)Cl)=O ((RS)-N-(6-carboxyhexyl)-2-(4-chlorobenzenesulfonylamino)-3-(pyridin-3-yloxy)propanamide hydrochloride). Yield: 194.5%. RXN SMILES: [Cl:1][C:2]1[CH:7]=[CH:6][C:5]([S:8]([NH:11][CH:12]([CH2:26][O:27][C:28]2[CH:29]=[N:30][CH:31]=[CH:32][CH:33]=2)[C:13]([NH:15][CH2:16][CH2:17][CH2:18][CH2:19][CH2:20][CH2:21][C:22]([O:24]C)=[O:23])=[O:14])(=[O:10])=[O:9])=[CH:4][CH:3]=1.Cl>>[ClH:1].[C:22]([CH2:21][CH2:20][CH2:19][CH2:18][CH2:17][CH2:16][NH:15][C:13](=[O:14])[CH:12]([NH:11][S:8]([C:5]1[CH:4]=[CH:3][C:2]([Cl:1])=[CH:7][CH:6]=1)(=[O:10])=[O:9])[CH2:26][O:27][C:28]1[CH:29]=[N:30][CH:31]=[CH:32][CH:33]=1)([OH:24])=[O:23] |f:2.3|. Procedure: The procedure described in Example 115 was repeated, except that (RS)-2-(4-chlorobenzenesulfonylamino)-N-(6-methoxycarbonylhexyl)-3-(pyridin-3-yloxy)propanamide (12.3 mg) was hydrolyzed, and then reacted with HCl to obtain (RS)-N-(6-carboxyhexyl)-2-(4-chlorobenzenesulfonylamino)-3-(pyridin-3-yloxy)propanamide hydrochloride (12.5 mg). Reactants: BrC=1C=C(C(=C(C1)C)SC)C (5-bromo-1,3-dimethyl-2-methylsulfanyl-benzene), CO (methanol), OOS(=O)[O-].[K+] (oxone). Reaction conditions: time 1 hour. The product is BrC=1C=C(C(=C(C1)C)S(=O)(=O)C)C (5-Bromo-2-methanesulfonyl-1,3-dimethyl-benzene). Yield: 50.0%. RXN SMILES: [Br:1][C:2]1[CH:3]=[C:4]([CH3:11])[C:5](SC)=[C:6]([CH3:8])[CH:7]=1.O[O:13][S:14]([O-:16])=O.[K+].[CH3:18]O>>[Br:1][C:2]1[CH:7]=[C:6]([CH3:8])[C:5]([S:14]([CH3:18])(=[O:16])=[O:13])=[C:4]([CH3:11])[CH:3]=1 |f:1.2|. Reported procedure: Dissolve 5-bromo-1,3-dimethyl-2-methylsulfanyl-benzene (555 mg, 2.42 mmol) in methanol (30 mL) and treat with oxone (6.0 g, 9.8 mmol). Stir the mixture at ambient temperature for 1 hour. Filter the suspension through silica gel and elute with CH2Cl2 (100 mL). Evaporate the filtrate to give 316 mg (50%) of the title compound. Reactants: [Al+3], CCOC(=O)c1nn(-c2ccccc2OC)cc1C, [H-], [H-], [H-], [H-], [Li+], C1CCOC1. Yields the product COc1ccccc1-n1cc(C)c(CO)n1. Reaction SMILES: [Al+3:21].[CH3:1][O:2][c:3]1[c:4](-[n:9]2[n:10][c:11]([C:15](=[O:16])[O:17][CH2:18][CH3:19])[c:12]([CH3:14])[cH:13]2)[cH:5][cH:6][cH:7][cH:8]1.[H-:20].[H-:23].[H-:24].[H-:25].[Li+:22].[O:26]1[CH2:27][CH2:28][CH2:29][CH2:30]1>>[CH3:1][O:2][c:3]1[c:4](-[n:9]2[n:10][c:11]([CH2:15][OH:16])[c:12]([CH3:14])[cH:13]2)[cH:5][cH:6][cH:7][cH:8]1.